Dataset: the Open Reaction Database (ORD), a public repository of structured organic reaction records. Task: describe an organic reaction: reactants, conditions, products, and yield Reactants: [N+](=O)([O-])C1=C(C(=CC(=C1)C)[N+](=O)[O-])OC (2,6-dinitro-4-methylanisole), NCC(C)O (1-aminopropan-2-ol). The solvent is O (water). Run at temperature 60 celsius. Yields the product [N+](=O)([O-])C1=C(NCC(C)O)C(=CC(=C1)C)[N+](=O)[O-] (2,6-dinitro-4-methyl-N-(β-hydroxypropyl)-aniline). As a reaction SMILES: [N+:1]([C:4]1[CH:9]=[C:8]([CH3:10])[CH:7]=[C:6]([N+:11]([O-:13])=[O:12])[C:5]=1OC)([O-:3])=[O:2].[NH2:16][CH2:17][CH:18]([OH:20])[CH3:19]>O>[N+:1]([C:4]1[CH:9]=[C:8]([CH3:10])[CH:7]=[C:6]([N+:11]([O-:13])=[O:12])[C:5]=1[NH:16][CH2:17][CH:18]([OH:20])[CH3:19])([O-:3])=[O:2]. Reported procedure: 0.05 mol (10.6 g) of 2,6-dinitro-4-methylanisole is introduced gradually, whilst stirring, into 30 ml of 1-aminopropan-2-ol. The reaction medium is heated at 60° C. for 30 minutes and then poured into 120 g of iced water. The expected product precipitates. It is filtered off, washed with water and then recrystallised from an aqueous-alcoholic mixture. After drying in vacuo, it melts at 80° C.